The task is: describe an organic reaction: reactants, conditions, products, and yield. This data is from the Open Reaction Database (ORD), a public repository of structured organic reaction records. The product is COC(=O)NC(C(=O)O)c1ccc([N+](=O)[O-])cc1. As a reaction SMILES: [Cl:17][C:18](=[O:19])[O:20][CH3:21].[N+:1](=[O:2])([O-:3])[c:4]1[cH:5][cH:6][c:7]([CH:10]([NH2:11])[C:12](=[O:13])[OH:14])[cH:8][cH:9]1.[Na+:16].[OH-:15].[OH2:22]>>[N+:1](=[O:2])([O-:3])[c:4]1[cH:5][cH:6][c:7]([CH:10]([NH:11][C:18](=[O:19])[O:20][CH3:21])[C:12](=[O:13])[OH:14])[cH:8][cH:9]1. Reactants: COC(=O)Cl, NC(C(=O)O)c1ccc([N+](=O)[O-])cc1, [Na+], [OH-], O. Starting materials: C(C=1C(N)=CC=CC1)(=O)O (anthranilic acid), C(CC(C)C)ON=O (isoamylnitrite), N1=NC(=NC2=C1CCCC2)C(=O)OCC (ethyl 5,6,7,8-tetrahydro-benzo[1,2,4]triazin-3-carboxylate). Run in O1CCOCC1 (dioxane), O1CCOCC1 (dioxane), C(C)OCC (diethyl ether). Yields the product C1CCCC2=NC(=C3C=CC=CC3=C12)C(=O)OCC (Ethyl 1,2,3,4-tetrahydro-phenanthridin-6-yl-carboxylate). As a reaction SMILES: N1[C:6]2[CH2:7][CH2:8][CH2:9][CH2:10][C:5]=2[N:4]=[C:3]([C:11]([O:13][CH2:14][CH3:15])=[O:12])N=1.C(O)(=O)[C:17]1[C:18](=[CH:20][CH:21]=[CH:22][CH:23]=1)N.C(ON=O)CC(C)C>O1CCOCC1.C(OCC)C>[CH2:7]1[C:6]2[C:5](=[N:4][C:3]([C:11]([O:13][CH2:14][CH3:15])=[O:12])=[C:17]3[C:18]=2[CH:20]=[CH:21][CH:22]=[CH:23]3)[CH2:10][CH2:9][CH2:8]1. Procedure: Analogously to the method described by Gonsalves et al. (Tetrahedron 1992, 48, 6821) a solution of 3.90 g of ethyl 5,6,7,8-tetrahydro-benzo[1,2,4]triazin-3-carboxylate (Sagi et al., Heterocycles 1989, 29, 2253) in 20 ml dioxane is refluxed. Then 8.22 g of anthranilic acid and 7.02 g of isoamylnitrite, in each case dissolved in 20 ml dioxane, are simultaneously added dropwise within 25 minutes by means of two dropping funnels. The reaction mixture is refluxed for a further 30 minutes. For working... Yields the product Cc1nc(C(C)(CC2CC2)NC(=O)c2ccc(C3CC3)c(OCC3CC3)n2)no1. RXN SMILES: [CH3:31][CH:32]([OH:33])[CH3:34].[CH:18]1([CH2:21][C:22]([c:23]2[n:24][o:25][c:26]([CH3:28])[n:27]2)([CH3:29])[NH2:30])[CH2:19][CH2:20]1.[CH:1]1([c:4]2[cH:5][cH:6][c:7]([C:15](=[O:16])[OH:17])[n:8][c:9]2[O:10][CH2:11][CH:12]2[CH2:13][CH2:14]2)[CH2:2][CH2:3]1>>[CH:1]1([c:4]2[cH:5][cH:6][c:7]([C:15](=[O:17])[NH:30][C:22]([CH2:21][CH:18]3[CH2:19][CH2:20]3)([c:23]3[n:24][o:25][c:26]([CH3:28])[n:27]3)[CH3:29])[n:8][c:9]2[O:10][CH2:11][CH:12]2[CH2:13][CH2:14]2)[CH2:2][CH2:3]1. Reactants: CC(C)O, Cc1nc(C(C)(N)CC2CC2)no1, O=C(O)c1ccc(C2CC2)c(OCC2CC2)n1.